Dataset: the Open Reaction Database (ORD), a public repository of structured organic reaction records. Task: describe an organic reaction: reactants, conditions, products, and yield Reactants: C(C1=CC=CC=C1)OC=1C=CC(=C(C1)C1=NOC(C1)(C(=O)OC(C)(C)C)CC(=O)OC(C)(C)C)\C=C\C(=O)OCC1=CC=CC=C1 (tert-butyl 3-(5-(benzyloxy)-2-((1E)-3-(benzyloxy)-3-oxoprop-1-en-1-yl)phenyl)-5-(2-tert-butoxy-2-oxoethyl)-4,5-dihydro-1,2-oxazole-5-carboxylate). The reagents and catalysts are [Pd] (Pd/C). The solvent is C1CCOC1 (THF). Reaction conditions: time 8 hour. The product is C(C)(C)(C)OC(=O)C1(CC(=NO1)C1=C(C=CC(=C1)O)CCC(=O)O)CC(=O)OC(C)(C)C (3-(2-(5-(tert-Butoxycarbonyl)-5-(2-tert-butoxy-2-oxoethyl)-4,5-dihydro-1,2-oxazol-3-yl)-4-hydroxyphenyl)propanoic acid). Yield: 114.9%. RXN SMILES: C([O:8][C:9]1[CH:10]=[CH:11][C:12](/[CH:35]=[CH:36]/[C:37]([O:39]CC2C=CC=CC=2)=[O:38])=[C:13]([C:15]2[CH2:19][C:18]([CH2:27][C:28]([O:30][C:31]([CH3:34])([CH3:33])[CH3:32])=[O:29])([C:20]([O:22][C:23]([CH3:26])([CH3:25])[CH3:24])=[O:21])[O:17][N:16]=2)[CH:14]=1)C1C=CC=CC=1>[Pd].C1COCC1>[C:23]([O:22][C:20]([C:18]1([CH2:27][C:28]([O:30][C:31]([CH3:34])([CH3:33])[CH3:32])=[O:29])[O:17][N:16]=[C:15]([C:13]2[CH:14]=[C:9]([OH:8])[CH:10]=[CH:11][C:12]=2[CH2:35][CH2:36][C:37]([OH:39])=[O:38])[CH2:19]1)=[O:21])([CH3:25])([CH3:26])[CH3:24]. Procedure details: A mixture of tert-butyl 3-(5-(benzyloxy)-2-((1E)-3-(benzyloxy)-3-oxoprop-1-en-1-yl)phenyl)-5-(2-tert-butoxy-2-oxoethyl)-4,5-dihydro-1,2-oxazole-5-carboxylate (260 mg), 10% Pd/C (containing about 55% water, 26 mg), and THF (3 mL) was stirred overnight at room temperature under a hydrogen atmosphere. The catalyst was filtered off, and then, the filtrate was concentrated under reduced pressure. The residue was combined with 10% Pd/C (containing about 55% water, 52 mg) and THF (3 mL), and the obtain... Reactants: C1(=CC=CC=C1)C(C)OC(=O)C1(OC2=C(O1)C=CC(=C2)C[C@@H](C)NC[C@H](O)C2=CC(=CC=C2)Cl)C(=O)OC(C)C2=CC=CC=C2 (5-{(2R)-2-[(2R)-2-(3-chloro-phenyl)-2-hydroxy-ethylamino]-propyl}benzo[1,3]dioxole-2,2-dicarboxylic acid bis-(1-phenylethyl) ester). Solvent: C(Cl)(Cl)Cl.CO (CHCl3 MeOH). Product: C1(=CC=CC=C1)C(C)OC(=O)C1(OC2=C(O1)C=CC(=C2)C[C@@H](C)NC[C@H](O)C2=CC(=CC=C2)Cl)C(=O)O (5-{(2R)-2-[(2R)-2-(3-Chloro-phenyl)-2-hydroxy-ethylamino]-propyl}benzo[1,3]dioxole-2,2-dicarboxylic acid (1-phenyl-ethyl) ester). Yield: 22.0%. As a reaction SMILES: [C:1]1([CH:7]([O:9][C:10]([C:12]2([C:35]([O:37]C(C3C=CC=CC=3)C)=[O:36])[O:16][C:15]3[CH:17]=[CH:18][C:19]([CH2:21][C@H:22]([NH:24][CH2:25][C@@H:26]([C:28]4[CH:33]=[CH:32][CH:31]=[C:30]([Cl:34])[CH:29]=4)[OH:27])[CH3:23])=[CH:20][C:14]=3[O:13]2)=[O:11])[CH3:8])[CH:6]=[CH:5][CH:4]=[CH:3][CH:2]=1>C(Cl)(Cl)Cl.CO>[C:1]1([CH:7]([O:9][C:10]([C:12]2([C:35]([OH:37])=[O:36])[O:16][C:15]3[CH:17]=[CH:18][C:19]([CH2:21][C@H:22]([NH:24][CH2:25][C@@H:26]([C:28]4[CH:33]=[CH:32][CH:31]=[C:30]([Cl:34])[CH:29]=4)[OH:27])[CH3:23])=[CH:20][C:14]=3[O:13]2)=[O:11])[CH3:8])[CH:6]=[CH:5][CH:4]=[CH:3][CH:2]=1 |f:1.2|. Procedure: The title compound was prepared as a tan solid according to the procedure of Example 102 from 5-{(2R)-2-[(2R)-2-(3-chloro-phenyl)-2-hydroxy-ethylamino]-propyl}benzo[1,3]dioxole-2,2-dicarboxylic acid bis-(1-phenylethyl) ester; yield: 22%; Rf =0.39 (9/1 CHCl3 /MeOH; mp 71-79° C.; 1H NMR (300 MHz, DMSO-d6): δ 1.00 (d, 3H), δ 1.5 (br m, 3H), δ 2.4-2.75 (m, 1H), δ 3.15-3.45(br m, 5H), δ 4.90 (br d, 1H), δ 5.20 (br d, 1H), δ 5.90 (q, 1H), δ 6.6 (d, 1H), δ 6.76 (d, 2H), δ 7.21 (br s, 6H), δ 7.36 (m, 3H... Starting materials: C(C1=CC=CC=C1)ON1[C@@H]2CC[C@H](N(C1=O)C2)C(=O)O ((2S,5R)-6-(Benzyloxy)-7-oxo-1,6-diazabicyclo[3.2.1]octane-2-carboxylic acid), C(C)(C)(C)OC(N[C@H](CON)C)=O ((S)-tert-butyl(1-(aminooxy)propan-2-yl)carbamate). Yields the product C(C)(C)(C)OC(N[C@H](CONC(=O)[C@H]1N2C(N([C@H](CC1)C2)OCC2=CC=CC=C2)=O)C)=O (tert-Butyl{(2S)-1-[({[(2S,5R)-6-benzyloxy-7-oxo-1,6-diazabicyclo[3.2.1]oct-2-yl]carbonyl}amino)oxy]propan-2-yl}carbamate). The yield is 87.0%. As a reaction SMILES: [CH2:1]([O:8][N:9]1[C:15](=[O:16])[N:14]2[CH2:17][C@H:10]1[CH2:11][CH2:12][C@H:13]2[C:18]([OH:20])=O)[C:2]1[CH:7]=[CH:6][CH:5]=[CH:4][CH:3]=1.[C:21]([O:25][C:26](=[O:33])[NH:27][C@@H:28]([CH3:32])[CH2:29][O:30][NH2:31])([CH3:24])([CH3:23])[CH3:22]>>[C:21]([O:25][C:26](=[O:33])[NH:27][C@@H:28]([CH3:32])[CH2:29][O:30][NH:31][C:18]([C@@H:13]1[CH2:12][CH2:11][C@@H:10]2[CH2:17][N:14]1[C:15](=[O:16])[N:9]2[O:8][CH2:1][C:2]1[CH:3]=[CH:4][CH:5]=[CH:6][CH:7]=1)=[O:20])([CH3:24])([CH3:22])[CH3:23]. Reported procedure: Following a procedure analogous to Example 45, from the carboxylic acid (6b, 414 mg, 1.50 mmol) of Example 9 or 16 and (S)-tert-butyl(1-(aminooxy)propan-2-yl)carbamate (550 mg) described in Reference Example 19, 585.6 mg of the title compound was afforded (yield 87%). Starting materials: ClC1=NC=C(C=N1)C(C)C (2-chloro-5-(propan-2-yl) pyrimidine), FC1(CCC(CC1)C1=C(C(=NC=2CC(CC(C12)OCC1=CC=C(C=C1)OC)(C)C)C1CCNCC1)C(C1=CC=C(C=C1)C(F)(F)F)F)F ((−)-4-(4,4-Difluorocyclohexyl)-3-{fluoro[4-(trifluoromethyl)phenyl]methyl}-5-[(4-methoxybenzyl)oxy]-7,7-dimethyl-2-(piperidin-4-yl)-5,6,7,8-tetrahydroquinoline). The product is FC1(CCC(CC1)C1=C(C(=NC=2CC(CC(C12)O)(C)C)C1CCN(CC1)C1=NC=C(C=N1)C(C)C)C(C1=CC=C(C=C1)C(F)(F)F)F)F (4-(4,4-Difluorocyclohexyl)-3-{fluoro[4-(trifluoromethyl)phenyl]methyl}-7,7-dimethyl-2-{1-[5-(propan-2-yl)pyrimidin-2-yl]piperidin-4-yl}-5,6,7,8-tetrahydroquinolin-5-ol), solid. Yield: 50.0%. Reaction SMILES: Cl[C:2]1[N:7]=[CH:6][C:5]([CH:8]([CH3:10])[CH3:9])=[CH:4][N:3]=1.[F:11][C:12]1([F:58])[CH2:17][CH2:16][CH:15]([C:18]2[C:27]3[CH:26]([O:28]CC4C=CC(OC)=CC=4)[CH2:25][C:24]([CH3:39])([CH3:38])[CH2:23][C:22]=3[N:21]=[C:20]([CH:40]3[CH2:45][CH2:44][NH:43][CH2:42][CH2:41]3)[C:19]=2[CH:46]([F:57])[C:47]2[CH:52]=[CH:51][C:50]([C:53]([F:56])([F:55])[F:54])=[CH:49][CH:48]=2)[CH2:14][CH2:13]1>>[F:58][C:12]1([F:11])[CH2:17][CH2:16][CH:15]([C:18]2[C:27]3[CH:26]([OH:28])[CH2:25][C:24]([CH3:38])([CH3:39])[CH2:23][C:22]=3[N:21]=[C:20]([CH:40]3[CH2:45][CH2:44][N:43]([C:2]4[N:7]=[CH:6][C:5]([CH:8]([CH3:10])[CH3:9])=[CH:4][N:3]=4)[CH2:42][CH2:41]3)[C:19]=2[CH:46]([F:57])[C:47]2[CH:52]=[CH:51][C:50]([C:53]([F:55])([F:56])[F:54])=[CH:49][CH:48]=2)[CH2:14][CH2:13]1. Reported procedure: Reactions similar to those of the first step of Example 2 and Example 38 were performed except for using 2-chloro-5-(propan-2-yl) pyrimidine instead of 5-bromo-2-chloropyrimidine, and from 96 mg (0.14 mmol) of (−)-4-(4,4-Difluorocyclohexyl)-3-{fluoro[4-(trifluoromethyl)phenyl]methyl}-5-[(4-methoxybenzyl)oxy]-7,7-dimethyl-2-(piperidin-4-yl)-5,6,7,8-tetrahydroquinoline, which was prepared by a method similar to that of Reference Example 10, 47 mg of the title compound was obtained as a white solid...